Task: describe an organic reaction: reactants, conditions, products, and yield. Dataset: the Open Reaction Database (ORD), a public repository of structured organic reaction records The reactants are O=C(CBr)C12CC3CC(CC(C3)C1)C2, CCCCCCCCCCCCCCN(C)C, CC(C)=O. The product is [Br-], CCCCCCCCCCCCCC[N+](C)(C)CC(=O)C12CC3CC(CC(C3)C1)C2. Reaction SMILES: [Br:1][CH2:2][C:3](=[O:4])[C:5]12[CH2:6][CH:7]3[CH2:8][CH:9]([CH2:10][CH:11]([CH2:12]1)[CH2:13]3)[CH2:14]2.[CH3:15][N:16]([CH2:17][CH2:18][CH2:19][CH2:20][CH2:21][CH2:22][CH2:23][CH2:24][CH2:25][CH2:26][CH2:27][CH2:28][CH2:29][CH3:30])[CH3:31].[CH3:32][C:33](=[O:34])[CH3:35]>>[Br-:1].[CH2:2]([C:3](=[O:4])[C:5]12[CH2:6][CH:7]3[CH2:8][CH:9]([CH2:10][CH:11]([CH2:12]1)[CH2:13]3)[CH2:14]2)[N+:16]([CH3:15])([CH2:17][CH2:18][CH2:19][CH2:20][CH2:21][CH2:22][CH2:23][CH2:24][CH2:25][CH2:26][CH2:27][CH2:28][CH2:29][CH3:30])[CH3:31]. Starting materials: O=C(CN1CCNCC1)c1ccccc1, Cl, Cl, O=S(=O)(Cl)Cc1ccc(F)cc1F, [K+], [K+], O=C([O-])[O-], CN(C)C=O. Yields the product Cl, O=C(CN1CCN(S(=O)(=O)Cc2ccc(F)cc2F)CC1)c1ccccc1. Reaction SMILES: [CH2:16]([C:17](=[O:18])[c:19]1[cH:20][cH:21][cH:22][cH:23][cH:24]1)[N:25]1[CH2:26][CH2:27][NH:28][CH2:29][CH2:30]1.[ClH:14].[ClH:15].[F:1][c:2]1[c:3]([CH2:4][S:5](=[O:6])(=[O:7])[Cl:8])[cH:9][cH:10][c:11]([F:13])[cH:12]1.[K+:31].[K+:32].[O-:33][C:34]([O-:35])=[O:36].[O:37]=[CH:38][N:39]([CH3:40])[CH3:41]>>[ClH:8].[F:1][c:2]1[c:3]([CH2:4][S:5](=[O:6])(=[O:7])[N:28]2[CH2:27][CH2:26][N:25]([CH2:16][C:17](=[O:18])[c:19]3[cH:20][cH:21][cH:22][cH:23][cH:24]3)[CH2:30][CH2:29]2)[cH:9][cH:10][c:11]([F:13])[cH:12]1. Starting materials: C(C)(C)(C)OC(=O)N1C(OC[C@@H]1CC=O)(C)C ((S)-2,2-dimethyl-4-(2-oxo-ethyl)-oxazolidine-3-carboxylic acid tert-butyl ester), C(C)[Mg]Br (ethylmagnesium bromide). The solvent is C(C)OCC (diethyl ether), C(C)OCC (diethyl ether). Run at time 1 hour. Yields the product C(C)(C)(C)OC(=O)N1C(OC[C@@H]1C[C@@H](CC)O)(C)C ((S)-4-((R)-2-hydroxy-butyl)-2,2-dimethyl-oxazolidine-3-carboxylic acid tert-butyl ester). As a reaction SMILES: [C:1]([O:5][C:6]([N:8]1[C@@H:12]([CH2:13][CH:14]=[O:15])[CH2:11][O:10][C:9]1([CH3:17])[CH3:16])=[O:7])([CH3:4])([CH3:3])[CH3:2].[CH2:18]([Mg]Br)[CH3:19]>C(OCC)C>[C:1]([O:5][C:6]([N:8]1[C@@H:12]([CH2:13][C@H:14]([OH:15])[CH2:18][CH3:19])[CH2:11][O:10][C:9]1([CH3:17])[CH3:16])=[O:7])([CH3:4])([CH3:3])[CH3:2]. Procedure details: To a stirred solution of (S)-2,2-dimethyl-4-(2-oxo-ethyl)-oxazolidine-3-carboxylic acid tert-butyl ester (15.5 g; CAS 147959-19-1) in dry diethyl ether (100 ml) under an argon atmosphere at room temperature was added dropwise a solution of ethylmagnesium bromide in diethyl ether (42.6 ml, 3 M solution) and stirring continued for 1 hour. The reaction mixture was then quenched by careful addition of water (10 ml) and the mixture was then filtered through decalite. The filtrate was washed sequentia... Reactants: C(C)(=O)N1C(C(C2=CC=C(C=C12)C1=CC=CC=C1)=C(C1=CC=CC=C1)OCC)=O (1-acetyl-3-(1-ethoxy-1-phenyl-methylidene)-6-phenyl-2-indolinone), CN(CCN(C1=CC=C(C=C1)N)S(=O)(=O)C)C (N-(2-dimethylamino-ethyl)-N-methylsulphonyl-p-phenylenediamine). Product: CN(CCN(S(=O)(=O)C)C1=CC=C(N\C(\C2=CC=CC=C2)=C\2/C(NC3=CC(=CC=C23)C2=CC=CC=C2)=O)C=C1)C (3-(Z)-(1-{4-[N-(2-dimethylamino-ethyl)-N-methylsulphonyl-amino]-anilino}-1-phenyl-methylidene)-6-phenyl-2-indolinone). Reaction SMILES: C([N:4]1[C:12]2[C:7](=[CH:8][CH:9]=[C:10]([C:13]3[CH:18]=[CH:17][CH:16]=[CH:15][CH:14]=3)[CH:11]=2)[C:6](=[C:19](OCC)[C:20]2[CH:25]=[CH:24][CH:23]=[CH:22][CH:21]=2)[C:5]1=[O:29])(=O)C.[CH3:30][N:31]([CH3:46])[CH2:32][CH2:33][N:34]([S:42]([CH3:45])(=[O:44])=[O:43])[C:35]1[CH:40]=[CH:39][C:38]([NH2:41])=[CH:37][CH:36]=1>>[CH3:30][N:31]([CH3:46])[CH2:32][CH2:33][N:34]([C:35]1[CH:36]=[CH:37][C:38]([NH:41]/[C:19](=[C:6]2\[C:5](=[O:29])[NH:4][C:12]3[C:7]\2=[CH:8][CH:9]=[C:10]([C:13]2[CH:18]=[CH:17][CH:16]=[CH:15][CH:14]=2)[CH:11]=3)/[C:20]2[CH:21]=[CH:22][CH:23]=[CH:24][CH:25]=2)=[CH:39][CH:40]=1)[S:42]([CH3:45])(=[O:44])=[O:43]. Procedure details: Prepared from 1-acetyl-3-(1-ethoxy-1-phenyl-methylidene)-6-phenyl-2-indolinone and N-(2-dimethylamino-ethyl)-N-methylsulphonyl-p-phenylenediamine Conditions: time 2 hour. Solvent: O (water), O1CCOCC1 (dioxane). Starting materials: I(=O)(=O)(=O)[O-].[Na+] (sodium periodate), C(C)(C)(C)O[C@H](C(=O)OC)C1=C2N3CCC(OCCCC[C@@H](OC=4C=CC(=C(C4C4=CC=CC(C5=CN2C(C(=C1C)C=C)=N5)=C4)F)F)C)(CC3)C (Methyl(2S)-2-(tert-butoxy)-2-[(22S)-5-ethenyl-16,17-difluoro-4,22,28-trimethyl-21,27-dioxa-1,7,34-triazahexacyclo[26.2.2.16,9.110,14.02,7.015,20]tetratriaconta-2,4,6(34),8,10(33),11,13,15(20),16,18-decaen-3-yl]acetate), CC(OCC)=O (EA). Procedure: Methyl(2S)-2-(tert-butoxy)-2-[(22S)-5-ethenyl-16,17-difluoro-4,22,28-trimethyl-21,27-dioxa-1,7,34-triazahexacyclo[26.2.2.16,9.110,14.02,7.015,20]tetratriaconta-2,4,6(34),8,10(33),11,13,15(20),16,18-decaen-3-yl]acetate (0.15 g, 0.214 mmol, 1.0 equiv) was dissolved in dioxane (6.41 mL) and water (2.14 mL). To this solution was added sodium periodate (0.16 g, 0.748 mmol, 3.5 equiv) and 4% osmium tetroxide (0.136 g, 0.021 mmol, 0.1 equiv). The mixture was stirred at r.t. for 2 hours. Then it was dil... The product is C(C)(C)(C)O[C@H](C(=O)OC)C1=C2N3CCC(OCCCC[C@@H](OC=4C=CC(=C(C4C4=CC=CC(C5=CN2C(C(=C1C)C=O)=N5)=C4)F)F)C)(CC3)C (Methyl(2S)-2-(tert-butoxy)-2-[(22S)-16,17-difluoro-5-formyl-4,22,28-trimethyl-21,27-dioxa-1,7,34-triazahexacyclo[26.2.2.16,9.110,14.02,7.015,20]tetratriaconta-2,4,6(34),8,10(33),11,13,15(20),16,18-decaen-3-yl]acetate). Reagents/catalysts: [Os](=O)(=O)(=O)=O (osmium tetroxide). Reaction SMILES: [C:1]([O:5][C@@H:6]([C:11]1[C:40]([CH3:41])=[C:39]([CH:42]=C)[C:38]2=[N:44][C:35]3=[CH:36][N:37]2[C:12]=1[N:13]1[CH2:50][CH2:49][C:16]([CH3:51])([O:17][CH2:18][CH2:19][CH2:20][CH2:21][C@H:22]([CH3:48])[O:23][C:24]2[CH:25]=[CH:26][C:27]([F:47])=[C:28]([F:46])[C:29]=2[C:30]2[CH:45]=[C:34]3[CH:33]=[CH:32][CH:31]=2)[CH2:15][CH2:14]1)[C:7]([O:9][CH3:10])=[O:8])([CH3:4])([CH3:3])[CH3:2].I([O-])(=O)(=O)=[O:53].[Na+].CC(=O)OCC>O1CCOCC1.O.[Os](=O)(=O)(=O)=O>[C:1]([O:5][C@@H:6]([C:11]1[C:40]([CH3:41])=[C:39]([CH:42]=[O:53])[C:38]2=[N:44][C:35]3=[CH:36][N:37]2[C:12]=1[N:13]1[CH2:50][CH2:49][C:16]([CH3:51])([O:17][CH2:18][CH2:19][CH2:20][CH2:21][C@H:22]([CH3:48])[O:23][C:24]2[CH:25]=[CH:26][C:27]([F:47])=[C:28]([F:46])[C:29]=2[C:30]2[CH:45]=[C:34]3[CH:33]=[CH:32][CH:31]=2)[CH2:15][CH2:14]1)[C:7]([O:9][CH3:10])=[O:8])([CH3:3])([CH3:4])[CH3:2] |f:1.2|. Yield: 93.0%. The reactants are NC1=C(C(=O)NC2=NN=NN2)C=CC=C1 (2-amino-N-(1H-tetrazol-5-yl)benzamide), C(C)(=O)OC=O (formic acetic anhydride). The solvent is CN(C=O)C (dimethylformamide). The product is C(=O)NC1=C(C(=O)NC2=NN=NN2)C=CC=C1 (2-(formylamino)-N-(1H-tetrazol-5-yl)benzamide). Reaction SMILES: [NH2:1][C:2]1[CH:15]=[CH:14][CH:13]=[CH:12][C:3]=1[C:4]([NH:6][C:7]1[NH:11][N:10]=[N:9][N:8]=1)=[O:5].[C:16](OC=O)(=[O:18])C>CN(C)C=O>[CH:16]([NH:1][C:2]1[CH:15]=[CH:14][CH:13]=[CH:12][C:3]=1[C:4]([NH:6][C:7]1[NH:11][N:10]=[N:9][N:8]=1)=[O:5])=[O:18]. Reported procedure: To a solution of 4.7 g of 2-amino-N-(1H-tetrazol-5-yl)benzamide in 30 ml of dimethylformamide, under nitrogen, was added 4.7 g of freshly prepared formic acetic anhydride. The precipitate which formed within a few minutes was separated by filtration and washed with ether to give 2-(formylamino)-N-(1H-tetrazol-5-yl)benzamide melting at about 247°-248° C. This compound has the following structural formula: ##STR2##